This data is from the Open Reaction Database (ORD), a public repository of structured organic reaction records. The task is: describe an organic reaction: reactants, conditions, products, and yield Reactants: Cl.NCC(=O)NC(C1=CC=CC=C1)C1=CC=C(C=C1)Cl (rac-2-amino-N-[(4-chloro-phenyl)-phenyl-methyl]-acetamide hydrochloride), C(C)(=O)C1=CC=C(C(=O)O)C=C1 (4-acetylbenzoic acid). Yields the product C(C)(=O)C1=CC=C(C(=O)NCC(NC(C2=CC=CC=C2)C2=CC=C(C=C2)Cl)=O)C=C1 (rac-4-Acetyl-N-({[(4-chloro-phenyl)-phenyl-methyl]-carbamoyl}-methyl)-benzamide). As a reaction SMILES: Cl.[NH2:2][CH2:3][C:4]([NH:6][CH:7]([C:14]1[CH:19]=[CH:18][C:17]([Cl:20])=[CH:16][CH:15]=1)[C:8]1[CH:13]=[CH:12][CH:11]=[CH:10][CH:9]=1)=[O:5].[C:21]([C:24]1[CH:32]=[CH:31][C:27]([C:28](O)=[O:29])=[CH:26][CH:25]=1)(=[O:23])[CH3:22]>>[C:21]([C:24]1[CH:32]=[CH:31][C:27]([C:28]([NH:2][CH2:3][C:4](=[O:5])[NH:6][CH:7]([C:14]2[CH:19]=[CH:18][C:17]([Cl:20])=[CH:16][CH:15]=2)[C:8]2[CH:13]=[CH:12][CH:11]=[CH:10][CH:9]=2)=[O:29])=[CH:26][CH:25]=1)(=[O:23])[CH3:22] |f:0.1|. Reported procedure: Prepared in analogy to example 1.12 from rac-2-amino-N-[(4-chloro-phenyl)-phenyl-methyl]-acetamide hydrochloride (Example 3.1) and 4-acetylbenzoic acid. The reactants are CN[C@@H]1CC[C@H](CC1)CCCCCOS(=O)(=O)C (trans-Methansulfonic acid 5-(4-methyl amino-cyclohexyl)-pentyl ester), C(C)NCCO (2-ethylamino-ethanol), FC(C(=O)O)(F)F (trifluoroacetic acid), FC(C1=CC=C(C=C1)S(=O)(=O)Cl)(F)F (4-(trifluoromethyl)benzenesulphonyl chloride). Yields the product C(C)N(CCCCC[C@@H]1CC[C@H](CC1)N(S(=O)(=O)C1=CC=C(C=C1)C(F)(F)F)C)CCO (trans-N-(4-{5-[Ethyl-(2-hydroxy-ethyl)-amino]-pentyl}-cyclohexyl)-N-methyl-4-trifluoromethyl-benzenesulfonamide). RXN SMILES: [CH3:1][NH:2][C@H:3]1[CH2:8][CH2:7][C@H:6]([CH2:9][CH2:10][CH2:11][CH2:12][CH2:13]OS(C)(=O)=O)[CH2:5][CH2:4]1.FC(F)(F)C(O)=O.[F:26][C:27]([F:39])([F:38])[C:28]1[CH:33]=[CH:32][C:31]([S:34](Cl)(=[O:36])=[O:35])=[CH:30][CH:29]=1.[CH2:40]([NH:42][CH2:43][CH2:44][OH:45])[CH3:41]>>[CH2:40]([N:42]([CH2:43][CH2:44][OH:45])[CH2:13][CH2:12][CH2:11][CH2:10][CH2:9][C@H:6]1[CH2:5][CH2:4][C@H:3]([N:2]([CH3:1])[S:34]([C:31]2[CH:32]=[CH:33][C:28]([C:27]([F:39])([F:38])[F:26])=[CH:29][CH:30]=2)(=[O:36])=[O:35])[CH2:8][CH2:7]1)[CH3:41]. Procedure: In analogy to examples 29.10 and 29.11, trans-Methansulfonic acid 5-(4-methyl amino-cyclohexyl)-pentyl ester.trifluoroacetic acid salt and 4-(trifluoromethyl)benzenesulphonyl chloride were reacted, followed by treatment with 2-ethylamino-ethanol to yield trans-N-(4-{5-[Ethyl-(2-hydroxy-ethyl)-amino]-pentyl}-cyclohexyl)-N-methyl-4-trifluoromethyl-benzenesulfonamide, MS: 479 (MH+). Reactants: [Br-], CCOC(Br)CBr, CCCC[Mg+], Cl, O. Product: CCCCC(CBr)OCC. As a reaction SMILES: [Br-:1].[Br:7][CH2:8][CH:9]([O:10][CH2:11][CH3:12])[Br:13].[CH2:2]([CH2:3][CH2:4][CH3:5])[Mg+:6].[ClH:14].[OH2:15]>>[CH2:2]([CH2:3][CH2:4][CH3:5])[CH:9]([CH2:8][Br:7])[O:10][CH2:11][CH3:12]. Starting materials: CCCc1c(OCCCC#CC=O)ccc(C(C)=O)c1O, CC(C)=O, O=[Cr](=O)=O, O=S(=O)(O)O. Product: CCCc1c(OCCCC#CC(=O)O)ccc(C(C)=O)c1O. As a reaction SMILES: [C:5]([CH3:6])(=[O:7])[c:8]1[c:9]([OH:25])[c:10]([CH2:22][CH2:23][CH3:24])[c:11]([O:12][CH2:13][CH2:14][CH2:15][C:16]#[C:17][CH:18]=[O:19])[cH:20][cH:21]1.[CH3:31][C:32](=[O:33])[CH3:34].[O:1]=[Cr:2](=[O:3])=[O:4].[S:26](=[O:27])(=[O:28])([OH:29])[OH:30]>>[OH:1][C:18]([C:17]#[C:16][CH2:15][CH2:14][CH2:13][O:12][c:11]1[c:10]([CH2:22][CH2:23][CH3:24])[c:9]([OH:25])[c:8]([C:5]([CH3:6])=[O:7])[cH:21][cH:20]1)=[O:19]. The reactants are ClC(=O)OC (Methyl chloroformate), FC=1C=C(C(=O)O)C=CC1O (3-fluoro-4-hydroxybenzoic acid), ClC(=O)OC (methyl chloroformate), [OH-].[Na+] (NaOH), FC=1C=C(C(=O)O)C=CC1O (3-fluoro-4-hydroxybenzoic acid). The solvent is O (water). Run at temperature -20 celsius, time 4 hour. The product is COC(=O)OC1=C(C=C(C(=O)O)C=C1)F (4-methoxycarbonyloxy-3-fluorobenzoic acid). As a reaction SMILES: [F:1][C:2]1[CH:3]=[C:4]([CH:8]=[CH:9][C:10]=1[OH:11])[C:5]([OH:7])=[O:6].Cl[C:13]([O:15][CH3:16])=[O:14].[OH-].[Na+]>O>[CH3:16][O:15][C:13]([O:11][C:10]1[CH:9]=[CH:8][C:4]([C:5]([OH:7])=[O:6])=[CH:3][C:2]=1[F:1])=[O:14] |f:2.3|. Procedure: 4-methoxycarbonyloxy-3-fluorobenzoic acid (VI) was synthesized from 3-fluoro-4-hydroxybenzoic acid (V) by reaction of the latter with methyl chloroformate. NaOH (90 mmol) and 3-fluoro-4-hydroxybenzoic acid (30 mmol) were dissolved in water (80 ml) and cooled to -20° C. Methyl chloroformate (45 mmol) was added dropwise to the mixture. The mixture was then stirred with a magnetic stir bar at 5° C. for four hours and left overnight in the refrigerator. The mixture was then acidified to pH 5 to prec...